This data is from the Open Reaction Database (ORD), a public repository of structured organic reaction records. The task is: describe an organic reaction: reactants, conditions, products, and yield Reactants: CC(=O)Cl, CC(C)(C#N)c1cccc(C(=O)Nc2cccc(Oc3ccc4nc(N)sc4c3[N+](=O)[O-])c2)c1, c1ccncc1. The product is CC(=O)Nc1nc2ccc(Oc3cccc(NC(=O)c4cccc(C(C)(C)C#N)c4)c3)c([N+](=O)[O-])c2s1. As a reaction SMILES: [CH3:35][C:36]([Cl:37])=[O:38].[NH2:1][c:2]1[s:3][c:4]2[c:5]([n:6]1)[cH:7][cH:8][c:9]([O:14][c:15]1[cH:16][c:17]([NH:21][C:22]([c:23]3[cH:24][c:25]([C:29]([CH3:30])([CH3:31])[C:32]#[N:33])[cH:26][cH:27][cH:28]3)=[O:34])[cH:18][cH:19][cH:20]1)[c:10]2[N+:11](=[O:12])[O-:13].[cH:39]1[cH:40][cH:41][n:42][cH:43][cH:44]1>>[NH:1]([c:2]1[s:3][c:4]2[c:5]([n:6]1)[cH:7][cH:8][c:9]([O:14][c:15]1[cH:16][c:17]([NH:21][C:22]([c:23]3[cH:24][c:25]([C:29]([CH3:30])([CH3:31])[C:32]#[N:33])[cH:26][cH:27][cH:28]3)=[O:34])[cH:18][cH:19][cH:20]1)[c:10]2[N+:11](=[O:12])[O-:13])[C:36]([CH3:35])=[O:38]. Reactants: CN(Cc1ccc(N)cc1)C1CCOCC1, CN(C)C=O, CN(C)c1ccncc1, O=C(O)C1=Cc2cc(-c3ccc(N4CCCC4)cc3)ccc2OCC1. The product is CN(Cc1ccc(NC(=O)C2=Cc3cc(-c4ccc(N5CCCC5)cc4)ccc3OCC2)cc1)C1CCOCC1. Reaction SMILES: [CH3:26][N:27]([CH:28]1[CH2:29][CH2:30][O:31][CH2:32][CH2:33]1)[CH2:34][c:35]1[cH:36][cH:37][c:38]([NH2:39])[cH:40][cH:41]1.[CH3:42][N:43]([CH3:44])[CH:45]=[O:46].[CH3:47][N:48]([CH3:49])[c:50]1[cH:51][cH:52][n:53][cH:54][cH:55]1.[N:1]1([c:6]2[cH:7][cH:8][c:9](-[c:12]3[cH:13][cH:14][c:15]4[c:16]([cH:25]3)[CH:17]=[C:18]([C:22](=[O:23])[OH:24])[CH2:19][CH2:20][O:21]4)[cH:10][cH:11]2)[CH2:2][CH2:3][CH2:4][CH2:5]1>>[N:1]1([c:6]2[cH:7][cH:8][c:9](-[c:12]3[cH:13][cH:14][c:15]4[c:16]([cH:25]3)[CH:17]=[C:18]([C:22](=[O:24])[NH:39][c:38]3[cH:37][cH:36][c:35]([CH2:34][N:27]([CH3:26])[CH:28]5[CH2:29][CH2:30][O:31][CH2:32][CH2:33]5)[cH:41][cH:40]3)[CH2:19][CH2:20][O:21]4)[cH:10][cH:11]2)[CH2:2][CH2:3][CH2:4][CH2:5]1.